This data is from the Open Reaction Database (ORD), a public repository of structured organic reaction records. The task is: describe an organic reaction: reactants, conditions, products, and yield Reaction conditions: time 4.5 hour. RXN SMILES: [CH3:1][O:2][C:3]1[C:4](=[O:16])[C:5]2[CH2:6][CH:7]=[C:8](C)[CH:9]([CH3:14])[C:10]=2[C:11](=[O:13])[CH:12]=1.[K+].[Br-].[CH:19](Cl)(Cl)Cl>O=[Mn]=O>[CH3:1][O:2][C:3]1[C:4](=[O:16])[C:5]2[C:10]([C:11](=[O:13])[CH:12]=1)=[C:9]([CH3:14])[CH:8]=[C:7]([CH3:19])[CH:6]=2 |f:1.2|. Reagents/catalysts: O=[Mn]=O (MnO2), O=[Mn]=O (MnO2). Reactants: ( s ), ( m ), ( s ), ( w ), ( s ), ( w ), ( s ), ( s ), ( w ), [K+].[Br-] (KBr), ( s ), COC=1C(C=2CC=C(C(C2C(C1)=O)C)C)=O (5,8-dihydro-2-methoxy-5,6-dimethylnaphthalene-1,4-dione), C(Cl)(Cl)Cl (CHCl3), ( m ), ( w ), ( s ), ( s ), ( s ), ( w ), ( w ). The product is COC=1C(C2=CC(=CC(=C2C(C1)=O)C)C)=O (2-Methoxy-5,7-dimethylnaphthalene-1,4-dione). Procedure details: To a solution of 5,8-dihydro-2-methoxy-5,6-dimethylnaphthalene-1,4-dione (4.00 g, 18.3 mmol) in CHCl3 (150 mL), there was added MnO2 (9.49 g, 110 mmol, Fluka). The stirred suspension was heated at reflux and monitored by 1H NMR (filtered aliquot through celite and removed solvent in vacuo). After 4.5 h, an additional portion of MnO2 (4.8 g, 55 mmol) was added and the reaction was allowed to reflux for an additional 3 h (7.5 h total). The reaction was allowed to stir overnight at rt and was filte... Starting materials: CC=1C=C(C=O)C=CC1N1CCC(CC1)CN1CCCC1 (3-Methyl-4-(4-pyrrolidin-1-ylmethyl-piperidin-1-yl)-benzaldehyde), N1CCCC1 (pyrrolidine). Product: CC1=C(C=CC(=C1)CN1CCCC1)N1CCC(C1)CN1CCCC1 (1-(2-Methyl-4-pyrrolidin-1-ylmethyl-phenyl)-4-pyrrolidin-1-ylmethyl-pyrrolidine). Reaction SMILES: [CH3:1][C:2]1[CH:3]=[C:4]([CH:7]=[CH:8][C:9]=1[N:10]1[CH2:15][CH2:14][CH:13]([CH2:16][N:17]2[CH2:21][CH2:20][CH2:19][CH2:18]2)[CH2:12]C1)[CH:5]=O.[NH:22]1[CH2:26][CH2:25][CH2:24][CH2:23]1>>[CH3:1][C:2]1[CH:3]=[C:4]([CH2:5][N:22]2[CH2:26][CH2:25][CH2:24][CH2:23]2)[CH:7]=[CH:8][C:9]=1[N:10]1[CH2:12][CH:13]([CH2:16][N:17]2[CH2:18][CH2:19][CH2:20][CH2:21]2)[CH2:14][CH2:15]1. Reported procedure: Prepared from the product of Example 66 and pyrrolidine.